From a dataset of the Open Reaction Database (ORD), a public repository of structured organic reaction records. describe an organic reaction: reactants, conditions, products, and yield The reactants are C(C1=CC=CC=C1)OC1=C(C=CC(=C1)OC)C1CC(N(C1)C=1C=C(C(=O)N)C=CC1)=O (3-[4-(2-Benzyloxy-4-methoxyphenyl)-2-oxo-pyrrolidin-1-yl]benzamide). Reagents/catalysts: [Pd] (Pd/C). The solvent is CCO (EtOH), CCOC(=O)C (EtOAc). Conditions: time 20 hour. Yields the product OC1=C(C=CC(=C1)OC)C1CC(N(C1)C=1C=C(C(=O)N)C=CC1)=O (3-[4-(2-hydroxy-4-methoxyphenyl)-2-oxo-pyrrolidin-1-yl]benzamide). The yield is 85.1%. Reaction SMILES: C([O:8][C:9]1[CH:14]=[C:13]([O:15][CH3:16])[CH:12]=[CH:11][C:10]=1[CH:17]1[CH2:21][N:20]([C:22]2[CH:23]=[C:24]([CH:28]=[CH:29][CH:30]=2)[C:25]([NH2:27])=[O:26])[C:19](=[O:31])[CH2:18]1)C1C=CC=CC=1>CCO.CCOC(C)=O.[Pd]>[OH:8][C:9]1[CH:14]=[C:13]([O:15][CH3:16])[CH:12]=[CH:11][C:10]=1[CH:17]1[CH2:21][N:20]([C:22]2[CH:23]=[C:24]([CH:28]=[CH:29][CH:30]=2)[C:25]([NH2:27])=[O:26])[C:19](=[O:31])[CH2:18]1. Reported procedure: 3-[4-(2-Benzyloxy-4-methoxyphenyl)-2-oxo-pyrrolidin-1-yl]benzamide (1.8 g, crude) was dissolved in 50 mL of EtOH and 20 mL of EtOAc. 10% Pd/C (200 mg) was added and the mixture was stirred under H2 for 20 h. After filtration and concentration, the residue was purified on silica gel to give 1.2 g of the desired product. Reactants: BrCC1CO1, Cc1[nH]c2ccccc2c1C(=O)c1cccc2ccccc12, CS(C)=O, [K+], [OH-]. Yields the product Cc1c(C(=O)c2cccc3ccccc23)c2ccccc2n1CC1CO1. Reaction SMILES: [Br:23][CH2:24][CH:25]1[CH2:26][O:27]1.[CH3:1][c:2]1[nH:3][c:4]2[cH:5][cH:6][cH:7][cH:8][c:9]2[c:10]1[C:11](=[O:12])[c:13]1[cH:14][cH:15][cH:16][c:17]2[cH:18][cH:19][cH:20][cH:21][c:22]12.[CH3:30][S:31]([CH3:32])=[O:33].[K+:29].[OH-:28]>>[CH3:1][c:2]1[n:3]([CH2:24][CH:25]2[CH2:26][O:27]2)[c:4]2[cH:5][cH:6][cH:7][cH:8][c:9]2[c:10]1[C:11](=[O:12])[c:13]1[cH:14][cH:15][cH:16][c:17]2[cH:18][cH:19][cH:20][cH:21][c:22]12. As a reaction SMILES: [C:1]1(=[O:9])[CH2:8][CH2:7][CH2:6][CH2:5][CH2:4][CH2:3][CH2:2]1.C([O-])([O-])O[CH2:12][CH3:13]>>[CH2:12]([O:9][C:1]1[CH2:8][CH2:7][CH2:6][CH2:5][CH2:4][CH2:3][CH:2]=1)[CH3:13]. The reactants are paratoluenesulfonic acid, C1(CCCCCCC1)=O (cyclooctanone), C(OCC)([O-])[O-] (ethyl orthoformate), resultant mixture. The yield is 44.2%. Reported procedure: In the presence of 0.3 g of paratoluenesulfonic acid, 20 g (0.16 mol) of cyclooctanone and 27 g (0.18 mol) of ethyl orthoformate were stirred at room temperature overnight. The resultant mixture was heated at 100° C. for 15 hours and distilled under reduced pressure to give 10.9 g (45% yield) of 1-ethoxycyclooctene having a boiling point of 97.5° to 98.5° C./25 mmHg. The product is C(C)OC1=CCCCCCC1 (1-ethoxycyclooctene). The reactants are Cl (hydrogen chloride), NCC1(CC(CC2=C(C=CC=C12)OC)C1=CC=CC=C1)O (1-Aminomethyl-1-hydroxy-5-methoxy-3-phenyl-1,2,3,4-tetrahydronaphthalene). The solvent is C(C)(C)O (isopropyl alcohol). Product: Cl.NCC1=CC(CC2=C(C=CC=C12)OC)C1=CC=CC=C1 (1-aminomethyl-5-methoxy-3-phenyl-3,4-dihydronaphthalene hydrochloride). The yield is 33.0%. RXN SMILES: [NH2:1][CH2:2][C:3]1(O)[C:12]2[C:7](=[C:8]([O:13][CH3:14])[CH:9]=[CH:10][CH:11]=2)[CH2:6][CH:5]([C:15]2[CH:20]=[CH:19][CH:18]=[CH:17][CH:16]=2)[CH2:4]1.[ClH:22]>C(O)(C)C>[ClH:22].[NH2:1][CH2:2][C:3]1[C:12]2[C:7](=[C:8]([O:13][CH3:14])[CH:9]=[CH:10][CH:11]=2)[CH2:6][CH:5]([C:15]2[CH:20]=[CH:19][CH:18]=[CH:17][CH:16]=2)[CH:4]=1 |f:3.4|. Reported procedure: 1-Aminomethyl-1-hydroxy-5-methoxy-3-phenyl-1,2,3,4-tetrahydronaphthalene (2.0 g, 7.2 mmol), from Step 1, was heated at reflux temperature for 2 h in 75 mL of isopropyl alcohol saturated with hydrogen chloride. The resultant solution was concentrated and the solid residue was triturated with hot toluene to give 0.72 g (33% yield) of 1-aminomethyl-5-methoxy-3-phenyl-3,4-dihydronaphthalene hydrochloride, m.p. 193°-196° C.; 1H NMR (d6-DMSO) δ 2.78 (dd, 1H), 3.14 (dd, 1H), 3.2-3.5 (m, 2H+H2O), 3.84 (... Reactants: polymer, BrC=1C=CC2=C(C=CO2)C1 (5-bromobenzofuran), C(C1=CC=CC=C1)(=O)NC1=C(C(=O)OC(C)(C)C)C=CC(=C1)C=C (tert-butyl 2-(benzamido)-4-vinylbenzoate), di(acetato)dicyclohexylphenylphosphine palladium(II), C([O-])([O-])=O.[Cs+].[Cs+] (cesium carbonate), polymer, C(CC(O)(C(=O)O)CC(=O)O)(=O)O (citric acid). The reagents and catalysts are [Br-].C(CCC)[N+](CCCC)(CCCC)CCCC (tetrabutylammonium bromide), [Pd+2].C1(CCCCC1)P(C1=CC=CC=C1)C1CCCCC1 (dicyclohexylphenyl-phosphine palladium(II)). The solvent is C1(=CC=CC=C1)C (toluene), C(C)(=O)OCC (ethyl acetate). Conditions: temperature 110 celsius, time 24 hour. Product: C(C1=CC=CC=C1)(=O)NC1=C(C(=O)O)C=CC(=C1)CCC=1C=CC2=C(C=CO2)C1 (2-(benzamido)-4-(2-(benzofuran-5-yl)ethyl)benzoic acid). The yield is 7.2%. As a reaction SMILES: Br[C:2]1[CH:3]=[CH:4][C:5]2[O:9][CH:8]=[CH:7][C:6]=2[CH:10]=1.C(=O)([O-])[O-].[Cs+].[Cs+].[C:17]([NH:25][C:26]1[CH:38]=[C:37]([CH:39]=[CH2:40])[CH:36]=[CH:35][C:27]=1[C:28]([O:30]C(C)(C)C)=[O:29])(=[O:24])[C:18]1[CH:23]=[CH:22][CH:21]=[CH:20][CH:19]=1.C(O)(=O)CC(CC(O)=O)(C(O)=O)O>[Br-].C([N+](CCCC)(CCCC)CCCC)CCC.[Pd+2].C1(P(C2CCCCC2)C2C=CC=CC=2)CCCCC1.C(OCC)(=O)C.C1(C)C=CC=CC=1>[C:17]([NH:25][C:26]1[CH:38]=[C:37]([CH2:39][CH2:40][C:2]2[CH:3]=[CH:4][C:5]3[O:9][CH:8]=[CH:7][C:6]=3[CH:10]=2)[CH:36]=[CH:35][C:27]=1[C:28]([OH:30])=[O:29])(=[O:24])[C:18]1[CH:19]=[CH:20][CH:21]=[CH:22][CH:23]=1 |f:1.2.3,6.7,8.9|. Procedure details: 0.12 g of 5-bromobenzofuran, 0.20 g of cesium carbonate, 30 mg of tetrabutylammonium bromide and 48 mg of polymer supported di(acetato)dicyclohexylphenylphosphine palladium(II) were added to 2.0 mL of toluene solution containing 0.10 g of tert-butyl 2-(benzamido)-4-vinylbenzoate at room temperature and stirred at 110° C. for 24 hours. After the reaction mixture was cooled to room temperature, 48 mg of polymer supported di(acetato) dicyclohexylphenyl-phosphine palladium(II) was added and stirred ...